From a dataset of the Open Reaction Database (ORD), a public repository of structured organic reaction records. describe an organic reaction: reactants, conditions, products, and yield Reactants: C(C1=CC=CC=C1)N[C@H]1C[C@@H](NC2=CC(=CC(=C12)Cl)Cl)C(=O)OC (trans-4-benzylamino-5,7-dichloro-2-methoxycarbonyl-1,2,3,4-tetrahydroquinoline). Run in CS(=O)C (DMSO). The product is C(C1=CC=CC=C1)N[C@H]1C[C@@H](NC2=CC(=CC(=C12)Cl)Cl)C(=O)O (Trans-4-benzylamino-2-carboxy-5,7-dichloro-1,2,3,4-tetrahydroquinoline), ArH. RXN SMILES: [CH2:1]([NH:8][C@@H:9]1[C:18]2[C:13](=[CH:14][C:15]([Cl:20])=[CH:16][C:17]=2[Cl:19])[NH:12][C@@H:11]([C:21]([O:23]C)=[O:22])[CH2:10]1)[C:2]1[CH:7]=[CH:6][CH:5]=[CH:4][CH:3]=1>CS(C)=O>[CH2:1]([NH:8][C@@H:9]1[C:18]2[C:13](=[CH:14][C:15]([Cl:20])=[CH:16][C:17]=2[Cl:19])[NH:12][C@@H:11]([C:21]([OH:23])=[O:22])[CH2:10]1)[C:2]1[CH:7]=[CH:6][CH:5]=[CH:4][CH:3]=1. Procedure: This compound was prepared by the method given in Example 37 step b) using trans-4-benzylamino-5,7-dichloro-2-methoxycarbonyl-1,2,3,4-tetrahydroquinoline in place of trans-5,7-dichloro-2-methoxycarbonyl-4-phenylmethylcarbonylamino-1,2,3,4-tetrahydroquinoline to give the title compound as colourless crystals, m.p. 140°-143° C. δ (360 MHz, DMSO) 1.85 (1H, ddd, J=13.3, 12.4 and 3.0 Hz, CHACHBHCCHD), 2.73 (1H, dm, J=13.3 Hz, CHACHBHCCHD), 4.32 (2H, 2d, J=13.4 Hz, CH2C6H5), 4.46 (1H, m, CHACHBHCCHD),... Starting materials: C(=O)(C(F)(F)F)O (TFA), C(C)(C)(C)OC(NC1CCC(CC1)CNC1=NC(=NC=C1[N+](=O)[O-])NCC(N1CCCCC1)=O)=O ((4-{[5-Nitro-2-(2-oxo-2-piperidin-1-yl-ethylamino)-pyrimidin-4-ylamino]-methyl}-cyclohexyl)-carbamic acid tert-butyl ester), C(=O)([O-])[O-].[Na+].[Na+] (Na2CO3). Reaction SMILES: C(OC(=O)[NH:7][CH:8]1[CH2:13][CH2:12][CH:11]([CH2:14][NH:15][C:16]2[C:21]([N+:22]([O-:24])=[O:23])=[CH:20][N:19]=[C:18]([NH:25][CH2:26][C:27](=[O:34])[N:28]3[CH2:33][CH2:32][CH2:31][CH2:30][CH2:29]3)[N:17]=2)[CH2:10][CH2:9]1)(C)(C)C.C(O)(C(F)(F)F)=O.C([O-])([O-])=O.[Na+].[Na+]>C(Cl)Cl>[NH2:7][C@H:8]1[CH2:9][CH2:10][C@H:11]([CH2:14][NH:15][C:16]2[C:21]([N+:22]([O-:24])=[O:23])=[CH:20][N:19]=[C:18]([NH:25][CH2:26][C:27](=[O:34])[N:28]3[CH2:33][CH2:32][CH2:31][CH2:30][CH2:29]3)[N:17]=2)[CH2:12][CH2:13]1 |f:2.3.4|. Procedure details: (4-{[5-Nitro-2-(2-oxo-2-piperidin-1-yl-ethylamino)-pyrimidin-4-ylamino]-methyl}-cyclohexyl)-carbamic acid tert-butyl ester (36 mg, 0.07 mmol) was dissolved in CH2Cl2 (10 mL) and TFA (1 mL) was added to the solution. The reaction mixture was stirred at room temperature for 16 h. The solution was treated with 3M Na2CO3 to pH 9 and the organic phase was separated. The aqueous phase was extracted with CH2Cl2 and the combined organic phase was dried over Na2SO4 and then concentrated. The resulting re... The product is N[C@@H]1CC[C@H](CC1)CNC1=NC(=NC=C1[N+](=O)[O-])NCC(N1CCCCC1)=O (N4-[(trans-4-aminocyclohexyl)methyl]-5-nitro-N2-(2-oxo-2-piperidin-1-ylethyl)pyrimidine-2,4-diamine). Run at time 16 hour. Run in C(Cl)Cl (CH2Cl2). Isolated yield 98.5%. Reactants: [N+](=O)([O-])C=1C=C(C=O)C=CC1 (m-nitrobenzaldehyde), C(CC(=O)C)(=O)OCCN1CCN(CC1)C1=CC=C(C=C1)F (2-[4-(4-fluorophenyl)-1-piperazinyl]ethyl acetoacetate), N\C(=C/C(=O)OC)\C (methyl 3-aminocrotonate), Cl (hydrogen chloride). Run in C(C)(C)O (isopropyl alcohol), O1CCOCC1 (dioxane). Product: Cl.CC=1NC(=C(C(C1C(=O)OCCN1CCN(CC1)C1=CC=C(C=C1)F)C1=CC(=CC=C1)[N+](=O)[O-])C(=O)OC)C (2-[4-(4-fluorophenyl)-1-piperazinyl]ethyl methyl 2,6-dimethyl-4-(3-nitrophenyl)-1,4-dihydropyridine-3,5-dicarboxylate hydrochloride). The yield is 76.4%. RXN SMILES: [N+:1]([C:4]1[CH:5]=[C:6]([CH:9]=[CH:10][CH:11]=1)[CH:7]=O)([O-:3])=[O:2].[C:12]([O:18][CH2:19][CH2:20][N:21]1[CH2:26][CH2:25][N:24]([C:27]2[CH:32]=[CH:31][C:30]([F:33])=[CH:29][CH:28]=2)[CH2:23][CH2:22]1)(=[O:17])[CH2:13][C:14]([CH3:16])=O.[NH2:34]/[C:35](/[CH3:41])=[CH:36]\[C:37]([O:39][CH3:40])=[O:38].[ClH:42]>C(O)(C)C.O1CCOCC1>[ClH:42].[CH3:16][C:14]1[NH:34][C:35]([CH3:41])=[C:36]([C:37]([O:39][CH3:40])=[O:38])[CH:7]([C:6]2[CH:9]=[CH:10][CH:11]=[C:4]([N+:1]([O-:3])=[O:2])[CH:5]=2)[C:13]=1[C:12]([O:18][CH2:19][CH2:20][N:21]1[CH2:26][CH2:25][N:24]([C:27]2[CH:32]=[CH:31][C:30]([F:33])=[CH:29][CH:28]=2)[CH2:23][CH2:22]1)=[O:17] |f:6.7|. Procedure details: A mixture of m-nitrobenzaldehyde, 2-[4-(4-fluorophenyl)-1-piperazinyl]ethyl acetoacetate and methyl 3-aminocrotonate was worked up in isopropyl alcohol in the same manner as Example 1, and the product obtained was further treated with a dioxane solution of hydrogen chloride to give 2-[4-(4-fluorophenyl)-1-piperazinyl]ethyl methyl 2,6-dimethyl-4-(3-nitrophenyl)-1,4-dihydropyridine-3,5-dicarboxylate hydrochloride as a light yellow powder, m.p. 108°-110° C. Yield 76.4%. NMR(DMSO-d6) δ: 2.30(3H,s, #...